Dataset: the Open Reaction Database (ORD), a public repository of structured organic reaction records. Task: describe an organic reaction: reactants, conditions, products, and yield The reactants are OC1=CC=2C[C@@H]([C@H]3[C@@H]4CCC([C@@]4(C)CC[C@@H]3C2C=C1)=O)C (3-hydroxy-7β-methyl-estra-1,3,5(10)-trien-17-one), C1(=CC=CC=C1)C (toluene), C1(=CC=C(C=C1)S(=O)(=O)O)C (para-toluenesulfonic acid). Solvent: C(C)(=O)OCC (ethyl acetate), O1CCCC=C1 (dihydropyran). Product: C[C@@H]1[C@H]2[C@@H]3CCC([C@@]3(C)CC[C@@H]2C=2C=CC(=CC2C1)OC1OCCCC1)=O (7β-methyl-3-tetrahydropyranyloxy-estra-1,3,5(10)-trien-17-one). As a reaction SMILES: [OH:1][C:2]1[CH:19]=[CH:18][C:17]2[C@@H:16]3[C@H:7]([C@H:8]4[C@@:12]([CH2:14][CH2:15]3)([CH3:13])[C:11](=[O:20])[CH2:10][CH2:9]4)[C@@H:6]([CH3:21])[CH2:5][C:4]=2[CH:3]=1.C1(C)C=CC(S(O)(=O)=[O:29])=CC=1.[C:33]1(C)C=[CH:37][CH:36]=[CH:35][CH:34]=1>O1C=CCCC1.C(OCC)(=O)C>[CH3:21][C@H:6]1[CH2:5][C:4]2[CH:3]=[C:2]([O:1][CH:37]3[CH2:36][CH2:35][CH2:34][CH2:33][O:29]3)[CH:19]=[CH:18][C:17]=2[C@@H:16]2[C@@H:7]1[C@H:8]1[C@@:12]([CH2:14][CH2:15]2)([CH3:13])[C:11](=[O:20])[CH2:10][CH2:9]1. Procedure details: A suspension of 1.2 g of 3-hydroxy-7β-methyl-estra-1,3,5(10)-trien-17-one in 12 ml of toluene and 1.2 ml of dihydropyran is stirred with 5.6 mg of para-toluenesulfonic acid for 2 hours at room temperature. Then, it is diluted with ethyl acetate, washed with sodium bicarbonate solution as well as with saturated sodium chloride solution, dried on sodium sulfate, concentrated by evaporation in a vacuum and chromatographed on silica gel with hexane/acetone. 1.22 g of 7β-methyl-3-tetrahydropyranyloxy... The reactants are COC(OC)N(C)C, CCO, COc1ccc(NC(C)=O)cc1C(C)=O. Product: COc1ccc(NC(C)=O)cc1C(=O)C=CN(C)C. RXN SMILES: [CH3:1][O:2][CH:3]([N:4]([CH3:5])[CH3:6])[O:7][CH3:8].[CH3:24][CH2:25][OH:26].[CH3:9][O:10][c:11]1[c:12]([C:21]([CH3:22])=[O:23])[cH:13][c:14]([NH:17][C:18]([CH3:19])=[O:20])[cH:15][cH:16]1>>[CH:3]([N:4]([CH3:5])[CH3:6])=[CH:22][C:21]([c:12]1[c:11]([O:10][CH3:9])[cH:16][cH:15][c:14]([NH:17][C:18]([CH3:19])=[O:20])[cH:13]1)=[O:23].